From a dataset of the Open Reaction Database (ORD), a public repository of structured organic reaction records. describe an organic reaction: reactants, conditions, products, and yield Reactants: COc1cc2c(cc1Br)C(c1ccccc1Cl)=NCC(=O)N2, [C-]#N, [C-]#N, CN(C)C=O, CCOC(C)=O, [Pd], [Zn+2]. Yields the product COc1cc2c(cc1C#N)C(c1ccccc1Cl)=NCC(=O)N2. RXN SMILES: [Br:1][c:2]1[c:3]([O:21][CH3:22])[cH:4][c:5]2[c:6]([cH:20]1)[C:7]([c:13]1[c:14]([Cl:19])[cH:15][cH:16][cH:17][cH:18]1)=[N:8][CH2:9][C:10](=[O:12])[NH:11]2.[C-:35]#[N:36].[C-:38]#[N:39].[CH3:23][N:24]([CH3:25])[CH:26]=[O:27].[CH3:29][CH2:30][O:31][C:32](=[O:33])[CH3:34].[Pd:28].[Zn+2:37]>>[c:2]1([C:23]#[N:24])[c:3]([O:21][CH3:22])[cH:4][c:5]2[c:6]([cH:20]1)[C:7]([c:13]1[c:14]([Cl:19])[cH:15][cH:16][cH:17][cH:18]1)=[N:8][CH2:9][C:10](=[O:12])[NH:11]2. The product is C#CCON=C(C(=O)OCC)c1csc(NC(c2ccccc2)(c2ccccc2)c2ccccc2)n1. Reaction SMILES: [C:38](=[O:39])([O-:40])[O-:41].[C:5]([c:6]1[cH:7][cH:8][cH:9][cH:10][cH:11]1)([c:12]1[cH:13][cH:14][cH:15][cH:16][cH:17]1)([c:18]1[cH:19][cH:20][cH:21][cH:22][cH:23]1)[NH:24][c:25]1[s:26][cH:27][c:28]([C:30]([C:31](=[O:32])[O:33][CH2:34][CH3:35])=[N:36][OH:37])[n:29]1.[CH2:1]([C:2]#[CH:3])[Br:4].[CH3:44][N:45]([CH3:46])[CH:47]=[O:48].[K+:42].[K+:43]>>[CH:1]#[C:2][CH2:3][O:37][N:36]=[C:30]([c:28]1[cH:27][s:26][c:25]([NH:24][C:5]([c:6]2[cH:7][cH:8][cH:9][cH:10][cH:11]2)([c:12]2[cH:13][cH:14][cH:15][cH:16][cH:17]2)[c:18]2[cH:19][cH:20][cH:21][cH:22][cH:23]2)[n:29]1)[C:31](=[O:32])[O:33][CH2:34][CH3:35]. The reactants are O=C([O-])[O-], CCOC(=O)C(=NO)c1csc(NC(c2ccccc2)(c2ccccc2)c2ccccc2)n1, C#CCBr, CN(C)C=O, [K+], [K+].